Dataset: the Open Reaction Database (ORD), a public repository of structured organic reaction records. Task: describe an organic reaction: reactants, conditions, products, and yield The reactants are C(C(=O)Cl)(=O)Cl (oxalyl chloride), CN(C)C=O (DMF), crude product, OC1=C(C(C(=O)O)=CC=C1)N (3-hydroxyanthranilic acid), FC1=CC=C(C(=O)Cl)C=C1 (4-fluorobenzoyl chloride). Solvent: C(Cl)Cl (methylene chloride). Reaction conditions: time 6 hour. The product is FC1=CC=C(C=C1)C=1OC=2C(N1)=C(C=CC2)C(=O)O (2-(4-fluorophenyl)benzoxazole-4-carboxylic acid), FC1=CC=C(C=C1)C=1OC=2C(N1)=C(C=CC2)C(=O)OC (methyl 2-(4-fluorophenyl)benzoxazole-4-carboxylate). Yield: 26.0%. RXN SMILES: [OH:1][C:2]1[CH:10]=[CH:9][CH:8]=[C:4]([C:5]([OH:7])=[O:6])[C:3]=1[NH2:11].[F:12][C:13]1[CH:21]=[CH:20][C:16]([C:17](Cl)=[O:18])=[CH:15][CH:14]=1.C(Cl)(=O)C(Cl)=O.CN([CH:31]=[O:32])C>C(Cl)Cl>[F:12][C:13]1[CH:21]=[CH:20][C:16]([C:17]2[O:1][C:2]3[C:3](=[C:4]([C:5]([OH:7])=[O:6])[CH:8]=[CH:9][CH:10]=3)[N:11]=2)=[CH:15][CH:14]=1.[F:12][C:13]1[CH:21]=[CH:20][C:16]([C:17]2[O:18][C:2]3[C:3](=[C:4]([C:5]([O:32][CH3:31])=[O:6])[CH:8]=[CH:9][CH:10]=3)[N:11]=2)=[CH:15][CH:14]=1. Procedure: 2-(4-fluorophenyl)benzoxazole-4-carboxylic acid was prepared from 3-hydroxyanthranilic acid and 4-fluorobenzoyl chloride as described in Step A of Example 1. The crude product was dissolved in methylene chloride (20 mL) and the resulting solution treated with oxalyl chloride (1 mL) and DMF (0.05 mL). After stirring at room temperature for 6 h, the reaction was quenched by the addition of methanol (10 mL) and stirred at room temperature for a further 71 h. The reaction was then re-concentrated an... Starting materials: [OH-].[Na+] (NaOH), CS(=O)(=O)OC(CCCCC)CCCCC (6-undecanyl methanesulfonate), C1COCCOCCOCCOCCOCCO1 (18-crown-6), [C-]#N.[K+] (potassium cyanide). Run in C(C)#N (acetonitrile). Product: C(CCCC)C(CC#N)CCCC (3-pentylheptanenitrile). As a reaction SMILES: CS(O[CH:6]([CH2:12][CH2:13][CH2:14][CH2:15][CH3:16])[CH2:7][CH2:8][CH2:9][CH2:10]C)(=O)=O.[C-]#[N:18].[K+].C1O[CH2:36][CH2:35]OCCOCCOCCOCCOC1.[OH-].[Na+]>C(#N)C>[CH2:12]([CH:6]([CH2:7][CH2:8][CH2:9][CH3:10])[CH2:35][C:36]#[N:18])[CH2:13][CH2:14][CH2:15][CH3:16] |f:1.2,4.5|. Reported procedure: Sodium borohydride (0.55 g, 14.6 mmol) was added to a solution of 6-undecanone (1.66 g, 9.8 mmol) in 50 ml methanol, and the mixture was stirred at room temperature 2 hours. Solvent was evaporated and water was added to the residue which was extracted with CH2Cl2. The extracts were dried over anhydrous potassium carbonate, filtered, and the solvent was evaporated to leave crude 6-undecanol. The procedure of example 13 a. was followed but the crude 6-undecanol was substituted in place of 9-dodecy... Starting materials: N=1N=CN2N=C(C=CC21)C=2C=C(C=CC2)NC(C)=O (N-[3-(1,2,4-triazolo[4,3-b]pyridazin-6-yl)phenyl]acetamide), [H-].[Na+] (sodium hydride), O (water), CI (methyl iodide). Solvent: CN(C=O)C (dimethylformamide). Conditions: time 1 hour. Yields the product CN(C(C)=O)C1=CC(=CC=C1)C=1C=CC=2N(N1)C=NN2 (N-Methyl-N-[3-(1,2,4-triazolo[4,3-b]pyridazin-6-yl)phenyl]acetamide). Reaction SMILES: [N:1]1[N:2]=[CH:3][N:4]2[C:9]=1[CH:8]=[CH:7][C:6]([C:10]1[CH:11]=[C:12]([NH:16][C:17](=[O:19])[CH3:18])[CH:13]=[CH:14][CH:15]=1)=[N:5]2.[H-].[Na+].[CH3:22]I.O>CN(C)C=O>[CH3:22][N:16]([C:12]1[CH:13]=[CH:14][CH:15]=[C:10]([C:6]2[CH:7]=[CH:8][C:9]3[N:4]([CH:3]=[N:2][N:1]=3)[N:5]=2)[CH:11]=1)[C:17](=[O:19])[CH3:18] |f:1.2|. Procedure details: To 2.53 g of N-[3-(1,2,4-triazolo[4,3-b]pyridazin-6-yl)phenyl]acetamide in 100 ml of dry dimethylformamide was added 0.6 g of sodium hydride (50% in oil). This mixture was stirred under argon, for 1 hour, then 0.78 ml of methyl iodide was added. This mixture was stirred overnight, then poured into 300 ml of water and extracted with 50 ml portions of dichloromethane. The extracts were combined, dried and evaporated in vacuo. The residue was chromatographed on a silica gel column, eluting with dic... The reactants are O=C1CCC(=O)N1Br, O=C(OOC(=O)c1ccccc1)c1ccccc1, ClC(Cl)(Cl)Cl, CCOC(=O)C=C(C)c1ccc(F)cc1. Product: CCOC(=O)C=C(CBr)c1ccc(F)cc1. Reaction SMILES: [Br:16][N:17]1[C:18](=[O:19])[CH2:20][CH2:21][C:22]1=[O:23].[C:24]([O:25][O:26][C:27](=[O:28])[c:29]1[cH:30][cH:31][cH:32][cH:33][cH:34]1)(=[O:35])[c:36]1[cH:37][cH:38][cH:39][cH:40][cH:41]1.[C:42]([Cl:43])([Cl:44])([Cl:45])[Cl:46].[F:1][c:2]1[cH:3][cH:4][c:5]([C:8](=[CH:9][C:10](=[O:11])[O:12][CH2:13][CH3:14])[CH3:15])[cH:6][cH:7]1>>[F:1][c:2]1[cH:3][cH:4][c:5]([C:8](=[CH:9][C:10](=[O:11])[O:12][CH2:13][CH3:14])[CH2:15][Br:16])[cH:6][cH:7]1. Reactants: ClC=1C=C2C=C(C(=NC2=CC1)C)CP(=O)(OC)OC (6-chloro-3-(dimethylphosphonomethyl)-2-methylquinoline), C(C1=CC=CC=C1)(=O)OOC(C1=CC=CC=C1)=O (benzoyl peroxide), BrN1C(CCC1=O)=O (N-bromosuccinimide). Solvent: C(Cl)(Cl)(Cl)Cl (carbon tetrachloride). Product: BrCC1=NC2=CC=C(C=C2C=C1CP(=O)(OC)OC)Cl (2-bromomethyl-6-chloro-3-(dimethylphosphonomethyl)quinoline). Isolated yield 73.4%. Reaction SMILES: [Cl:1][C:2]1[CH:3]=[C:4]2[C:9](=[CH:10][CH:11]=1)[N:8]=[C:7]([CH3:12])[C:6]([CH2:13][P:14]([O:18][CH3:19])([O:16][CH3:17])=[O:15])=[CH:5]2.C(OOC(=O)C1C=CC=CC=1)(=O)C1C=CC=CC=1.[Br:38]N1C(=O)CCC1=O>C(Cl)(Cl)(Cl)Cl>[Br:38][CH2:12][C:7]1[C:6]([CH2:13][P:14]([O:16][CH3:17])([O:18][CH3:19])=[O:15])=[CH:5][C:4]2[C:9](=[CH:10][CH:11]=[C:2]([Cl:1])[CH:3]=2)[N:8]=1. Procedure details: A solution of 6-chloro-3-(dimethylphosphonomethyl)-2-methylquinoline (0.85 g, 2.7 mmol) in carbon tetrachloride (40 ml) was treated with benzoyl peroxide (100 mg) followed by N-bromosuccinimide (0.50 g, 2.8 mmol). The reaction mixture was refluxed for 4 hours, filtered and concentrated in vacuo. The residue was flash chromatographed on silica gel with ethyl acetate as the eluent to give 0.75 g of 2-bromomethyl-6-chloro-3-(dimethylphosphonomethyl)quinoline. Reactants: C(=O)(OCC)N1CC2=C(N(C=3C=CC(=CC23)F)CCCCCCCC)CC1 (2-carbethoxy-8-fluoro-5-n-octyl-1,2,3,4-tetrahydropyrido[4,3-b]indole), [OH-].[K+] (potassium hydroxide). Solvent: C(C)O (ethanol). Yields the product FC1=CC=2C3=C(N(C2C=C1)CCCCCCCC)CCNC3 (8-Fluoro-5-n-octyl-1,2,3,4-tetrahydropyrido[4,3-b]indole). Yield: 67.3%. RXN SMILES: C([N:6]1[CH2:27][CH2:26][C:9]2[N:10]([CH2:18][CH2:19][CH2:20][CH2:21][CH2:22][CH2:23][CH2:24][CH3:25])[C:11]3[CH:12]=[CH:13][C:14]([F:17])=[CH:15][C:16]=3[C:8]=2[CH2:7]1)(OCC)=O.[OH-].[K+]>C(O)C>[F:17][C:14]1[CH:13]=[CH:12][C:11]2[N:10]([CH2:18][CH2:19][CH2:20][CH2:21][CH2:22][CH2:23][CH2:24][CH3:25])[C:9]3[CH2:26][CH2:27][NH:6][CH2:7][C:8]=3[C:16]=2[CH:15]=1 |f:1.2|. Procedure: To the solution of 2-carbethoxy-8-fluoro-5-n-octyl-1,2,3,4-tetrahydropyrido[4,3-b]indole (4a) in ethanol was added the aqueous solution of potassium hydroxide. The mixture was refluxed for 16 h. The reaction mixture was concentrated to remove ethanol and extracted with DCM for three times (15 mL×3). The DCM layer was washed with brine, dried with Na2SO4, filtered and concentrated to give brow residue. This residue was purified by silica gel column chromatography to give yellow oil. Yield: 67.3%....